This data is from the Open Reaction Database (ORD), a public repository of structured organic reaction records. The task is: describe an organic reaction: reactants, conditions, products, and yield The reactants are CC1=C(N=C(O1)C1=CC=CC=C1)CCC1=CC=C(C(=O)OC)C=C1 (Methyl 4-[2-(5-methyl-2-phenyl-4-oxazolyl)ethyl]benzoate), [H-].[Al+3].[Li+].[H-].[H-].[H-] (lithium aluminum hydride). Product: CC1=C(N=C(O1)C1=CC=CC=C1)CCC1=CC=C(CO)C=C1 (4-[2-(5-methyl-2-phenyl-4-oxazolyl)ethyl]benzyl alcohol). RXN SMILES: [CH3:1][C:2]1[O:6][C:5]([C:7]2[CH:12]=[CH:11][CH:10]=[CH:9][CH:8]=2)=[N:4][C:3]=1[CH2:13][CH2:14][C:15]1[CH:24]=[CH:23][C:18]([C:19](OC)=[O:20])=[CH:17][CH:16]=1.[H-].[Al+3].[Li+].[H-].[H-].[H-]>>[CH3:1][C:2]1[O:6][C:5]([C:7]2[CH:8]=[CH:9][CH:10]=[CH:11][CH:12]=2)=[N:4][C:3]=1[CH2:13][CH2:14][C:15]1[CH:16]=[CH:17][C:18]([CH2:19][OH:20])=[CH:23][CH:24]=1 |f:1.2.3.4.5.6|. Procedure: Methyl 4-[2-(5-methyl-2-phenyl-4-oxazolyl)ethyl]benzoate was reduced with lithium aluminum hydride in the same manner as in Reference Example 12 to yield 4-[2-(5-methyl-2-phenyl-4-oxazolyl)ethyl]benzyl alcohol, which was then recrystallized from ethyl acetate-hexane to yield colorless plates having a melting point of 103°-104° C. Reactants: ClC1=CC=CC2=C1C(N1[C@H](C=3N2C=NC3C(=O)N)CCC1)=O ((S)-8-chloro-11,12,13,13a-tetrahydro-9-oxo-9H-imidazo[1,5-a]pyrrolo[2,1-c][1,4]benzodiazepine-1-carboxamide), COC(C)(N(C)C)OC (N,N-dimethylacetamide dimethyl acetal). Run in CN(C=O)C (N,N-dimethylformamide). Conditions: time 2.5 hour. Yields the product ClC1=CC=CC2=C1C(N1[C@H](C=3N2C=NC3C(=O)N=C(C)N(C)C)CCC1)=O ((S)-8-chloro-N-[1-(dimethylamino)ethylidene]-11,12,13,13a-tetrahydro-9-oxo-9H-imidazo[1,5-a]pyrrolo[2,1-c][1,4]benzodiazepine-1-carboxamide). As a reaction SMILES: [Cl:1][C:2]1[C:7]2[C:8](=[O:22])[N:9]3[CH2:21][CH2:20][CH2:19][C@H:10]3[C:11]3[N:12]([CH:13]=[N:14][C:15]=3[C:16]([NH2:18])=[O:17])[C:6]=2[CH:5]=[CH:4][CH:3]=1.CO[C:25](OC)([N:27]([CH3:29])[CH3:28])[CH3:26]>CN(C)C=O>[Cl:1][C:2]1[C:7]2[C:8](=[O:22])[N:9]3[CH2:21][CH2:20][CH2:19][C@H:10]3[C:11]3[N:12]([CH:13]=[N:14][C:15]=3[C:16]([N:18]=[C:25]([N:27]([CH3:29])[CH3:28])[CH3:26])=[O:17])[C:6]=2[CH:5]=[CH:4][CH:3]=1. Procedure details: 19 g (60 mmol) of (S)-8-chloro-11,12,13,13a-tetrahydro-9-oxo-9H-imidazo[1,5-a]pyrrolo[2,1-c][1,4]benzodiazepine-1-carboxamide are suspended in 110 ml of N,N-dimethylformamide, whereupon the suspension is treated with 17 ml (116 mmol) of N,N-dimethylacetamide dimethyl acetal and the mixture is stirred at 115° for 2.5 hours. The mixture is then cooled to 0°, the product is filtered off under suction, rinsed with N,N-dimethylformamide and diethyl ether and dried at 80° in a high vacuum. There is ob... Reactants: [O-]S(=O)S(=O)[O-].[Na+].[Na+] (Na2S2O4), BrC=1C(=C(C(=NC1)N)[N+](=O)[O-])N1CCN(CC1)CC1=CC=C(C=C1)Cl (5-bromo-4-[4-(4-chloro-benzyl)-piperazin-1-yl]-3-nitro-pyridin-2-ylamine), CCO (EtOH), COC1=CC=C(C=O)C=C1 (4-methoxybenzaldehyde), CCO (EtOH). The solvent is C(C)OCC (diethyl ether). Run at temperature 70 celsius, time 18 hour. Yields the product BrC=1C(=C2C(=NC1)NC(=N2)C2=CC=C(C=C2)OC)N2CCN(CC2)CC2=CC=C(C=C2)Cl (6-Bromo-7-[4-(4-chloro-benzyl)-piperazin-1-yl]-2-(4-methoxy-phenyl)-3H-imidazo[4,5-b]pyridine). As a reaction SMILES: [Br:1][C:2]1[C:3]([N:12]2[CH2:17][CH2:16][N:15]([CH2:18][C:19]3[CH:24]=[CH:23][C:22]([Cl:25])=[CH:21][CH:20]=3)[CH2:14][CH2:13]2)=[C:4]([N+:9]([O-])=O)[C:5]([NH2:8])=[N:6][CH:7]=1.CCO.[CH3:29][O:30][C:31]1[CH:38]=[CH:37][C:34]([CH:35]=O)=[CH:33][CH:32]=1.[O-]S(S([O-])=O)=O.[Na+].[Na+]>C(OCC)C>[Br:1][C:2]1[C:3]([N:12]2[CH2:17][CH2:16][N:15]([CH2:18][C:19]3[CH:24]=[CH:23][C:22]([Cl:25])=[CH:21][CH:20]=3)[CH2:14][CH2:13]2)=[C:4]2[N:9]=[C:35]([C:34]3[CH:37]=[CH:38][C:31]([O:30][CH3:29])=[CH:32][CH:33]=3)[NH:8][C:5]2=[N:6][CH:7]=1 |f:3.4.5|. Procedure: To a mixture of 5-bromo-4-[4-(4-chloro-benzyl)-piperazin-1-yl]-3-nitro-pyridin-2-ylamine (0.051 g, 0.12 mmol) and EtOH (3 ml) was added 4-methoxybenzaldehyde (0.026 g, 0.18 mmol) with the aid of EtOH (1 ml), followed by a freshly prepared aqueous solution of Na2S2O4 (1M; 0.50 ml, 0.50 mmol). The reaction mixture was stirred at 70° C. for 18 h, then allowed to cool to room temperature and concentrated in vacuo. The residue was absorbed on silica gel, the free-running powder was placed on a 10 g i... Starting materials: BrCCCCCCBr, O=C([O-])[O-], Oc1c(Cc2ccccc2)cnc2c(C(F)(F)F)cccc12, [K+], [K+], CN(C)C=O, O. The product is FC(F)(F)c1cccc2c(OCCCCCCBr)c(Cc3ccccc3)cnc12. As a reaction SMILES: [Br:28][CH2:29][CH2:30][CH2:31][CH2:32][CH2:33][CH2:34][Br:35].[C:36](=[O:37])([O-:38])[O-:39].[CH2:6]([c:7]1[cH:8][cH:9][cH:10][cH:11][cH:12]1)[c:13]1[cH:14][n:15][c:16]2[c:17]([C:24]([F:25])([F:26])[F:27])[cH:18][cH:19][cH:20][c:21]2[c:22]1[OH:23].[K+:40].[K+:41].[O:1]=[CH:2][N:3]([CH3:4])[CH3:5].[OH2:42]>>[CH2:6]([c:7]1[cH:8][cH:9][cH:10][cH:11][cH:12]1)[c:13]1[cH:14][n:15][c:16]2[c:17]([C:24]([F:25])([F:26])[F:27])[cH:18][cH:19][cH:20][c:21]2[c:22]1[O:23][CH2:34][CH2:33][CH2:32][CH2:31][CH2:30][CH2:29][Br:28]. Reactants: C(CCC)N (n-butylamine), Cl.COC1=C(C=CC(=C1)S(=O)(=O)Cl)C1=NC2=NC=NC=C2N1 (8-(2'-methoxy-4'-chlorosulfonyl-phenyl)-purine hydrochloride). Product: COC1=C(C=CC(=C1)S(=O)(=O)NCCCC)C1=NC2=NC=NC=C2N1 (8-(2'-Methoxy-4'-n-butylaminosulfonyl-phenyl)-purine). As a reaction SMILES: [CH2:1]([NH2:5])[CH2:2][CH2:3][CH3:4].Cl.[CH3:7][O:8][C:9]1[CH:14]=[C:13]([S:15](Cl)(=[O:17])=[O:16])[CH:12]=[CH:11][C:10]=1[C:19]1[NH:27][C:26]2[C:21](=[N:22][CH:23]=[N:24][CH:25]=2)[N:20]=1>>[CH3:7][O:8][C:9]1[CH:14]=[C:13]([S:15]([NH:5][CH2:1][CH2:2][CH2:3][CH3:4])(=[O:17])=[O:16])[CH:12]=[CH:11][C:10]=1[C:19]1[NH:27][C:26]2[C:21](=[N:22][CH:23]=[N:24][CH:25]=2)[N:20]=1 |f:1.2|. Reported procedure: Prepared analogously to Example 51 from n-butylamine and 8-(2'-methoxy-4'-chlorosulfonyl-phenyl)-purine hydrochloride. After the reaction finished, the aqueous phase wsa extracted with ethyl acetate. The residue remaining after the ethyl acetate phases were evaporated was digested with ethanol, subjected to suction filtration, and washed with water. The reactants are FC(S(=O)(=O)OC=1C([C@@H]2CC[C@]3([C@@]4(CC[C@@]5([C@@H]([C@H]4CC[C@@H]3[C@]2(CC1)C)[C@@H](CC5)C(=C)C)NCCN5CCC(CC5)S(=O)(=O)C)C)C)(C)C)(F)F ((1R,3 aS,5aR,5bR,7aR,11aR,11bR,13 aR,13bR)-5a,5b,8,8,11a-pentamethyl-3a-((2-(4-(methylsulfonyl)piperidin-1-yl)ethyl)amino)-1-(prop-1-en-2-yl)-2,3,3a,4,5,5a,5b,6,7,7a,8,11,11a,11b,12,13,13a,13b-octadecahydro-1H-cyclopenta[a]chrysen-9-yl trifluoromethanesulfonate), CC1(OB(OC1(C)C)C1=CCC2(CCOC2=O)CC1)C (8-(4,4,5,5-tetramethyl-1,3,2-dioxaborolan-2-yl)-2-oxaspiro[4.5]dec-7-en-1-one). The product is C[C@]12CC[C@@]3([C@@H]([C@H]2CC[C@@H]2[C@]4(CC=C(C([C@@H]4CC[C@@]12C)(C)C)C1=CCC2(CCOC2=O)CC1)C)[C@@H](CC3)C(=C)C)NCCN3CCC(CC3)S(=O)(=O)C (8-((1R,3aS,5aR,5bR,7aR,11aS,11bR,13aR,13bR)-5a,5b,8,8,11a-pentamethyl-3a-((2-(4-(methylsulfonyl)piperidin-1-yl)ethyl)amino)-1-(prop-1-en-2-yl)-2,3,3a,4,5,5a,5b,6,7,7a,8,11,11a,11b,12,13,13a,13b-octadecahydro-1H-cyclopenta[a]chrysen-9-yl)-2-oxaspiro[4.5]dec-7-en-1-one). Isolated yield 59.0%. As a reaction SMILES: FC(F)(F)S(O[C:7]1[C:8]([CH3:48])([CH3:47])[C@H:9]2[C@:22]([CH3:25])([CH2:23][CH:24]=1)[C@@H:21]1[C@:12]([CH3:46])([C@@:13]3([CH3:45])[C@H:18]([CH2:19][CH2:20]1)[C@H:17]1[C@H:26]([C:29]([CH3:31])=[CH2:30])[CH2:27][CH2:28][C@:16]1([NH:32][CH2:33][CH2:34][N:35]1[CH2:40][CH2:39][CH:38]([S:41]([CH3:44])(=[O:43])=[O:42])[CH2:37][CH2:36]1)[CH2:15][CH2:14]3)[CH2:11][CH2:10]2)(=O)=O.CC1(C)C(C)(C)OB([C:59]2[CH2:69][CH2:68][C:62]3([C:66](=[O:67])[O:65][CH2:64][CH2:63]3)[CH2:61][CH:60]=2)O1>>[CH3:45][C@:13]12[C@@:12]3([CH3:46])[C@@H:21]([C@:22]4([CH3:25])[C@@H:9]([CH2:10][CH2:11]3)[C:8]([CH3:48])([CH3:47])[C:7]([C:59]3[CH2:69][CH2:68][C:62]5([C:66](=[O:67])[O:65][CH2:64][CH2:63]5)[CH2:61][CH:60]=3)=[CH:24][CH2:23]4)[CH2:20][CH2:19][C@@H:18]1[C@H:17]1[C@H:26]([C:29]([CH3:31])=[CH2:30])[CH2:27][CH2:28][C@:16]1([NH:32][CH2:33][CH2:34][N:35]1[CH2:40][CH2:39][CH:38]([S:41]([CH3:44])(=[O:42])=[O:43])[CH2:37][CH2:36]1)[CH2:15][CH2:14]2. Procedure: The title compound was prepared following the procedure described in general procedure Step 5, using (1R,3 aS,5aR,5bR,7aR,11aR,11bR,13 aR,13bR)-5a,5b,8,8,11a-pentamethyl-3a-((2-(4-(methylsulfonyl)piperidin-1-yl)ethyl)amino)-1-(prop-1-en-2-yl)-2,3,3a,4,5,5a,5b,6,7,7a,8,11,11a,11b,12,13,13a,13b-octadecahydro-1H-cyclopenta[a]chrysen-9-yl trifluoromethanesulfonate and 8-(4,4,5,5-tetramethyl-1,3,2-dioxaborolan-2-yl)-2-oxaspiro[4.5]dec-7-en-1-one as reactants. The product was isolated as diastereomers... Reactants: N1(CCCCC1)C=1C=C2C(NC(=NC2=CC1)N1N=CC(=C1)C(=O)OCC)=O (ethyl 1-(6-(piperidin-1-yl)-4-oxo-3,4-dihydroquinazolin-2-yl)-1H-pyrazole-4-carboxylate), C1(CC1)N (cyclopropylamine). The product is C1(CC1)NC1=NC(=NC2=CC=C(C=C12)N1CCCCC1)N1N=CC(=C1)C(=O)O (1-(4-(Cyclopropylamino)-6-(piperidin-1-yl)quinazolin-2-yl)-1H-pyrazole-4-carboxylic acid). As a reaction SMILES: [N:1]1([C:7]2[CH:8]=[C:9]3[C:14](=[CH:15][CH:16]=2)[N:13]=[C:12]([N:17]2[CH:21]=[C:20]([C:22]([O:24]CC)=[O:23])[CH:19]=[N:18]2)[NH:11][C:10]3=O)[CH2:6][CH2:5][CH2:4][CH2:3][CH2:2]1.[CH:28]1([NH2:31])[CH2:30][CH2:29]1>>[CH:28]1([NH:31][C:10]2[C:9]3[C:14](=[CH:15][CH:16]=[C:7]([N:1]4[CH2:6][CH2:5][CH2:4][CH2:3][CH2:2]4)[CH:8]=3)[N:13]=[C:12]([N:17]3[CH:21]=[C:20]([C:22]([OH:24])=[O:23])[CH:19]=[N:18]3)[N:11]=2)[CH2:30][CH2:29]1. Procedure: The above compound may be made analogous to Example 1 using ethyl 1-(6-(piperidin-1-yl)-4-oxo-3,4-dihydroquinazolin-2-yl)-1H-pyrazole-4-carboxylate in step D and cyclopropylamine in step E. MS (ESI/CI): predicted mass C20H22N6O2, 378.2. Yields the product CCOC(=O)C(Cc1ccc(OCCCOc2ccc(-c3ccccc3)cc2)c(Cl)c1)OC. RXN SMILES: [Br:25][CH2:26][CH2:27][CH2:28][O:29][c:30]1[cH:31][cH:32][c:33](-[c:36]2[cH:37][cH:38][cH:39][cH:40][cH:41]2)[cH:34][cH:35]1.[CH2:1]([CH3:2])[O:3][C:4]([CH:5]([CH2:6][c:7]1[cH:8][c:9]([Cl:14])[c:10]([OH:13])[cH:11][cH:12]1)[O:15][CH3:16])=[O:17].[CH3:42][C:43]#[N:44].[K+:18].[K+:19].[O-:20][C:21]([O-:22])=[O:23].[OH2:24]>>[CH2:1]([CH3:2])[O:3][C:4]([CH:5]([CH2:6][c:7]1[cH:8][c:9]([Cl:14])[c:10]([O:13][CH2:26][CH2:27][CH2:28][O:29][c:30]2[cH:31][cH:32][c:33](-[c:36]3[cH:37][cH:38][cH:39][cH:40][cH:41]3)[cH:34][cH:35]2)[cH:11][cH:12]1)[O:15][CH3:16])=[O:17]. Starting materials: BrCCCOc1ccc(-c2ccccc2)cc1, CCOC(=O)C(Cc1ccc(O)c(Cl)c1)OC, CC#N, [K+], [K+], O=C([O-])[O-], O.